Dataset: the Open Reaction Database (ORD), a public repository of structured organic reaction records. Task: describe an organic reaction: reactants, conditions, products, and yield Starting materials: COc1ccccc1, ClCCl, O=S(=O)(O)Cl. The product is COc1ccc(S(=O)(=O)Cl)cc1. As a reaction SMILES: [CH3:1][O:2][c:3]1[cH:4][cH:5][cH:6][cH:7][cH:8]1.[Cl:14][CH2:15][Cl:16].[Cl:9][S:10](=[O:11])(=[O:12])[OH:13]>>[CH3:1][O:2][c:3]1[cH:4][cH:5][c:6]([S:10]([Cl:9])(=[O:11])=[O:12])[cH:7][cH:8]1. Reactants: CCN(C(C)C)C(C)C, ClCCl, O=C(Cl)C(F)(F)C(F)(F)C(F)(F)F, Nc1ccc(CCO)cc1. Yields the product O=C(Nc1ccc(CCO)cc1)C(F)(F)C(F)(F)C(F)(F)F. Reaction SMILES: [CH:11]([N:12]([CH:13]([CH3:14])[CH3:15])[CH2:16][CH3:17])([CH3:18])[CH3:19].[Cl:33][CH2:34][Cl:35].[F:20][C:21]([C:22]([C:23](=[O:24])[Cl:25])([F:26])[F:27])([C:28]([F:29])([F:30])[F:31])[F:32].[NH2:1][c:2]1[cH:3][cH:4][c:5]([CH2:8][CH2:9][OH:10])[cH:6][cH:7]1>>[NH:1]([c:2]1[cH:3][cH:4][c:5]([CH2:8][CH2:9][OH:10])[cH:6][cH:7]1)[C:23]([C:22]([C:21]([F:20])([C:28]([F:29])([F:30])[F:31])[F:32])([F:26])[F:27])=[O:24]. The reactants are O=C([O-])O, Cc1ccccc1, Cc1cc(Oc2cccc(C(C)(C)C)c2)c(C)cc1N, S=C(Cl)Cl, [Na+], O. Yields the product Cc1cc(Oc2cccc(C(C)(C)C)c2)c(C)cc1N=C=S. As a reaction SMILES: [C:25](=[O:26])([OH:27])[O-:28].[CH3:30][c:31]1[cH:32][cH:33][cH:34][cH:35][cH:36]1.[CH3:5][C:6]([CH3:7])([CH3:8])[c:9]1[cH:10][c:11]([O:15][c:16]2[cH:17][c:18]([CH3:24])[c:19]([NH2:20])[cH:21][c:22]2[CH3:23])[cH:12][cH:13][cH:14]1.[Cl:1][C:2]([Cl:3])=[S:4].[Na+:29].[OH2:37]>>[C:2](=[S:4])=[N:20][c:19]1[c:18]([CH3:24])[cH:17][c:16]([O:15][c:11]2[cH:10][c:9]([C:6]([CH3:5])([CH3:7])[CH3:8])[cH:14][cH:13][cH:12]2)[c:22]([CH3:23])[cH:21]1. The reactants are C(C)(C)(C)O (tert-BuOH), C(C)OC(=O)N[C@@H]([C@@H](C(=O)OC(C)C)O)C1=CC=CC=C1 ((±)-(2S,3R)-Isopropyl 3-(ethoxycarbonylamino)-2-hydroxy-3-phenylpropanoate), C(C)OC(=O)N[C@H](C(=O)OC(C)C)[C@@H](C1=CC=CC=C1)O ((±)-(2S,3R)-Isopropyl 2-(Ethoxycarbonylamino)-3-hydroxy-3-phenylpropanoate). Solvent: O (water). Yields the product C(C1=CC=CC=C1)OC(=O)N[C@@H]([C@@H](C(=O)OC(C)C)O)C1=CC=CC=C1 ((±)-(2S,3R)-Isopropyl 3-(Benzyloxycarbonylamino)-2-hydroxy-3-phenylpropanoate), C(C1=CC=CC=C1)OC(=O)N[C@H](C(=O)OC(C)C)[C@@H](C1=CC=CC=C1)O ((±)-(2S,3R)-isopropyl 2-(benzyloxycarbonylamino)-3-hydroxy-3-phenylpropanoate). Yield: 9.0%. As a reaction SMILES: C(O)(C)(C)C.[CH2:6]([O:8][C:9]([NH:11][C@H:12]([C:21]1[CH:26]=[CH:25][CH:24]=[CH:23][CH:22]=1)[C@H:13]([OH:20])[C:14]([O:16][CH:17]([CH3:19])[CH3:18])=[O:15])=[O:10])[CH3:7].[CH2:27]([O:29][C:30]([NH:32][C@@H:33]([C@H:40]([OH:47])[C:41]1[CH:46]=[CH:45][CH:44]=[CH:43][CH:42]=1)[C:34]([O:36][CH:37]([CH3:39])[CH3:38])=[O:35])=[O:31])[CH3:28]>O>[CH2:6]([O:8][C:9]([NH:11][C@H:12]([C:21]1[CH:26]=[CH:25][CH:24]=[CH:23][CH:22]=1)[C@H:13]([OH:20])[C:14]([O:16][CH:17]([CH3:19])[CH3:18])=[O:15])=[O:10])[C:7]1[CH:42]=[CH:41][CH:40]=[CH:33][CH:34]=1.[CH2:27]([O:29][C:30]([NH:32][C@@H:33]([C@H:40]([OH:47])[C:41]1[CH:46]=[CH:45][CH:44]=[CH:43][CH:42]=1)[C:34]([O:36][CH:37]([CH3:39])[CH3:38])=[O:35])=[O:31])[C:28]1[CH:22]=[CH:21][CH:12]=[CH:13][CH:14]=1. Reported procedure: tert-BuOH (36 mL) and water (12 mL) following the procedure outlined for the preparation of 11a and 11b (vide supra) to yield 12a (175 mg, 9%) and 12b (175 mg, 9%) as off-white solids, and a 1:1 mixture of 12a and 12b (1.45 g, 77%). Starting materials: FC(C=1C=C(CN)C=CC1)(F)F (3-trifluoromethylbenzylamine), ClC1=CC=C(C=C1)C1=NOC=C1CCC(=O)O (3-[3-(4-chlorophenyl)-4-isoxazolyl]propionic acid), O.ON1N=NC2=C1C=CC=C2 (1-hydroxy-1H-1,2,3-benzotriazole hydrate), Cl.C(C)N=C=NCCCN(C)C (1-ethyl-3-(3-dimethylaminopropyl)carbodiimide hydrochloride). Run in CN(C=O)C (N,N-dimethylformamide), O (water). Run at time 8 hour. Product: FC(C=1C=C(CNC(CCC=2C(=NOC2)C2=CC=C(C=C2)Cl)=O)C=CC1)(F)F (N-(3-trifluoromethylbenzyl)-3-[3-(4-chlorophenyl)-4-isoxazolyl]propionamide). Isolated yield 87.0%. RXN SMILES: [F:1][C:2]([F:12])([F:11])[C:3]1[CH:4]=[C:5]([CH:8]=[CH:9][CH:10]=1)[CH2:6][NH2:7].[Cl:13][C:14]1[CH:19]=[CH:18][C:17]([C:20]2[C:24]([CH2:25][CH2:26][C:27](O)=[O:28])=[CH:23][O:22][N:21]=2)=[CH:16][CH:15]=1.O.ON1C2C=CC=CC=2N=N1.Cl.C(N=C=NCCCN(C)C)C>O.CN(C)C=O>[F:1][C:2]([F:11])([F:12])[C:3]1[CH:4]=[C:5]([CH:8]=[CH:9][CH:10]=1)[CH2:6][NH:7][C:27](=[O:28])[CH2:26][CH2:25][C:24]1[C:20]([C:17]2[CH:18]=[CH:19][C:14]([Cl:13])=[CH:15][CH:16]=2)=[N:21][O:22][CH:23]=1 |f:2.3,4.5|. Procedure: A mixture of 3-trifluoromethylbenzylamine (0.75 ml), 3-[3-(4-chlorophenyl)-4-isoxazolyl]propionic acid (0.90 g), 1-hydroxy-1H-1,2,3-benzotriazole hydrate (0.82 g), 1-ethyl-3-(3-dimethylaminopropyl)carbodiimide hydrochloride (1.03 g) and N,N-dimethylformamide (20 ml) was stirred at room temperature overnight. The reaction mixture was poured into water and the mixture was extracted with ethyl acetate. The ethyl acetate layer was washed with dilute hydrochloric acid, saturated aqueous sodium hydrog...